This data is from the Open Reaction Database (ORD), a public repository of structured organic reaction records. The task is: describe an organic reaction: reactants, conditions, products, and yield Reactants: CCCCOC(C)=O, CCCO, CC1CC(=O)Nc2ncnc(Cl)c21, Cl, Cl, Cl, C1CCC2=NCCCN2CC1, c1c(C2CCOCC2)nc(C2CCNCC2)n1CCN1CCCC1. Yields the product CC1CC(=O)Nc2ncnc(N3CCC(c4nc(C5CCOCC5)cn4CCN4CCCC4)CC3)c21. RXN SMILES: [C:56]([O:57][CH2:58][CH2:59][CH2:60][CH3:61])(=[O:62])[CH3:63].[CH2:52]([OH:53])[CH2:54][CH3:55].[Cl:28][c:29]1[c:30]2[c:31]([n:32][cH:33][n:34]1)[NH:35][C:36](=[O:40])[CH2:37][CH:38]2[CH3:39].[ClH:1].[ClH:2].[ClH:3].[N:41]12[CH2:42][CH2:43][CH2:44][N:45]=[C:46]1[CH2:47][CH2:48][CH2:49][CH2:50][CH2:51]2.[N:4]1([CH2:9][CH2:10][n:11]2[c:12]([CH:22]3[CH2:23][CH2:24][NH:25][CH2:26][CH2:27]3)[n:13][c:14]([CH:16]3[CH2:17][CH2:18][O:19][CH2:20][CH2:21]3)[cH:15]2)[CH2:5][CH2:6][CH2:7][CH2:8]1>>[N:4]1([CH2:9][CH2:10][n:11]2[c:12]([CH:22]3[CH2:23][CH2:24][N:25]([c:29]4[c:30]5[c:31]([n:32][cH:33][n:34]4)[NH:35][C:36](=[O:40])[CH2:37][CH:38]5[CH3:39])[CH2:26][CH2:27]3)[n:13][c:14]([CH:16]3[CH2:17][CH2:18][O:19][CH2:20][CH2:21]3)[cH:15]2)[CH2:5][CH2:6][CH2:7][CH2:8]1. Starting materials: C(C)C1=C(C(=O)C(C(=O)OCC)=CNC2CC2)C(=C(C(=C1F)F)F)F (ethyl 2-(2-ethyl-3,4,5,6-tetrafluorobenzoyl)-3-cyclopropylaminoacrylate), [H-].[Na+] (sodium hydride). The product is C1(CC1)N1C=C(C(C2=C(C(=C(C(=C12)F)F)F)CC)=O)C(=O)OCC (ethyl 1-cyclopropyl-6,7,8-trifluoro-5-ethyl-1,4-dihydro-4-oxoquinoline-3-carboxylate). The yield is 60.8%. Reaction SMILES: [CH2:1]([C:3]1[C:21]([F:22])=[C:20]([F:23])[C:19]([F:24])=[C:18](F)[C:4]=1[C:5]([C:7](=[CH:13][NH:14][CH:15]1[CH2:17][CH2:16]1)[C:8]([O:10][CH2:11][CH3:12])=[O:9])=[O:6])[CH3:2].[H-].[Na+]>>[CH:15]1([N:14]2[C:18]3[C:4](=[C:3]([CH2:1][CH3:2])[C:21]([F:22])=[C:20]([F:23])[C:19]=3[F:24])[C:5](=[O:6])[C:7]([C:8]([O:10][CH2:11][CH3:12])=[O:9])=[CH:13]2)[CH2:17][CH2:16]1 |f:1.2|. Procedure: Employing ethyl 2-(2-ethyl-3,4,5,6-tetrafluorobenzoyl)-3-cyclopropylaminoacrylate (8.71 g) and 60% sodium hydride (1.09 g), the procedure of Reference Example 22 is repeated to give ethyl 1-cyclopropyl-6,7,8-trifluoro-5-ethyl-1,4-dihydro-4-oxoquinoline-3-carboxylate (5 g), as white powder, m.p. 139°14 140° C.